This data is from the Open Reaction Database (ORD), a public repository of structured organic reaction records. The task is: describe an organic reaction: reactants, conditions, products, and yield The reactants are Cl.C1=NC=CC=2C(=CC=CC12)S(=O)(=O)Cl (isoquinoline-5-sulfonyl chloride hydrochloride), C(C)(C)(C)OC(=O)NCC=1C=C(CN)C=CC1 (3-(N-tert-butoxycarbonylaminomethyl)benzylamine). Yields the product C(C)(C)(C)OC(=O)NCC1=CC(=CC=C1)CNS(=O)(=O)C1=C2C=CN=CC2=CC=C1 (N-(tert-butoxycarbonyl)-N′-[(5-isoquinolyl)sulfonyl]-1,3-xylylenediamine). Isolated yield 78.1%. RXN SMILES: Cl.[CH:2]1[C:11]2[CH:10]=[CH:9][CH:8]=[C:7]([S:12](Cl)(=[O:14])=[O:13])[C:6]=2[CH:5]=[CH:4][N:3]=1.[C:16]([O:20][C:21]([NH:23][CH2:24][C:25]1[CH:26]=[C:27]([CH:30]=[CH:31][CH:32]=1)[CH2:28][NH2:29])=[O:22])([CH3:19])([CH3:18])[CH3:17]>>[C:16]([O:20][C:21]([NH:23][CH2:24][C:25]1[CH:32]=[CH:31][CH:30]=[C:27]([CH2:28][NH:29][S:12]([C:7]2[CH:8]=[CH:9][CH:10]=[C:11]3[C:6]=2[CH:5]=[CH:4][N:3]=[CH:2]3)(=[O:14])=[O:13])[CH:26]=1)=[O:22])([CH3:19])([CH3:17])[CH3:18] |f:0.1|. Reported procedure: According to Reference Example 5, Step B, a reaction was performed by using isoquinoline-5-sulfonyl chloride hydrochloride (9 g) and Intermediate 62 (8 g) to obtain the title compound (11.3 g). Starting materials: FC(C=1C=C(C(=O)N2CCC3(CNC(N3C3=C(C=CC=C3)C)=O)CC2)C=C(C1)C(F)(F)F)(F)F (8-(3,5-bis-trifluoromethyl-benzoyl)-1-o-tolyl-1,3,8-triaza-spiro[4.5]decan-2-one), CN(CCCCl)C (3-dimethylamino-1-propyl chloride). Product: FC(C=1C=C(C(=O)N2CCC3(CN(C(N3C3=C(C=CC=C3)C)=O)CCCN(C)C)CC2)C=C(C1)C(F)(F)F)(F)F (8-(3,5-Bis-trifluoromethyl-benzoyl)-3-(3 -dimethylamino-propyl)-1-o-tolyl-1,3,8-triaza-spiro[4.5]decan-2-one). As a reaction SMILES: [F:1][C:2]([F:34])([F:33])[C:3]1[CH:4]=[C:5]([CH:26]=[C:27]([C:29]([F:32])([F:31])[F:30])[CH:28]=1)[C:6]([N:8]1[CH2:25][CH2:24][C:11]2([N:15]([C:16]3[CH:21]=[CH:20][CH:19]=[CH:18][C:17]=3[CH3:22])[C:14](=[O:23])[NH:13][CH2:12]2)[CH2:10][CH2:9]1)=[O:7].[CH3:35][N:36]([CH3:41])[CH2:37][CH2:38][CH2:39]Cl>>[F:34][C:2]([F:1])([F:33])[C:3]1[CH:4]=[C:5]([CH:26]=[C:27]([C:29]([F:32])([F:31])[F:30])[CH:28]=1)[C:6]([N:8]1[CH2:25][CH2:24][C:11]2([N:15]([C:16]3[CH:21]=[CH:20][CH:19]=[CH:18][C:17]=3[CH3:22])[C:14](=[O:23])[N:13]([CH2:39][CH2:38][CH2:37][N:36]([CH3:41])[CH3:35])[CH2:12]2)[CH2:10][CH2:9]1)=[O:7]. Procedure: The title compound, MS: m/e=571.1 (M+H+), was prepared in accordance with the general method of example 99 from 8-(3,5-bis-trifluoromethyl-benzoyl)-1-o-tolyl-1,3,8-triaza-spiro[4.5]decan-2-one and 3-dimethylamino-1-propyl chloride. Reactants: CC(C)(C)C1=CC=C(C=C1)S(=O)(=O)[N-]C2=C(C(=NC(=N2)C3=NC=CC=N3)OCCO)OC4=CC=CC=C4OC.[Na+] (Bosentan sodium salt), hydrochloridric acid. Solvent: CC(=O)C (acetone). Reaction conditions: temperature 55 celsius, time 2 hour. Yields the product CC(C)(C)C1=CC=C(C=C1)S(=O)(=O)NC2=C(C(=NC(=N2)C3=NC=CC=N3)OCCO)OC4=CC=CC=C4OC.O (Bosentan Monohydrate). The yield is 198.4%. Reaction SMILES: [CH3:1][C:2]([C:5]1[CH:10]=[CH:9][C:8]([S:11]([N-:14][C:15]2[N:20]=[C:19]([C:21]3[N:26]=[CH:25][CH:24]=[CH:23][N:22]=3)[N:18]=[C:17]([O:27][CH2:28][CH2:29][OH:30])[C:16]=2[O:31][C:32]2[C:37]([O:38][CH3:39])=[CH:36][CH:35]=[CH:34][CH:33]=2)(=[O:13])=[O:12])=[CH:7][CH:6]=1)([CH3:4])[CH3:3].[Na+]>CC(C)=O>[CH3:4][C:2]([C:5]1[CH:6]=[CH:7][C:8]([S:11]([NH:14][C:15]2[N:20]=[C:19]([C:21]3[N:26]=[CH:25][CH:24]=[CH:23][N:22]=3)[N:18]=[C:17]([O:27][CH2:28][CH2:29][OH:30])[C:16]=2[O:31][C:32]2[C:37]([O:38][CH3:39])=[CH:36][CH:35]=[CH:34][CH:33]=2)(=[O:12])=[O:13])=[CH:9][CH:10]=1)([CH3:1])[CH3:3].[OH2:12] |f:0.1,3.4|. Reported procedure: 40 g of Bosentan sodium salt were dissolved in acetone (353 g) and 8.48 g of hydrochloridric acid were added. Precipitated salts were filtered off and the clear solution was concentrated by distillation to a residual volume of 190 mL. The mixture was cooled to 55° C. and demineralized water (58 g) was slowly dropped keeping the temperature at 55° C. After 2 hours aging the temperature was decreased to 20° C. in 1 hour and stirred for additional 2 hours at that temperature. The precipitated solid... Starting materials: B(Br)(Br)Br (boron tribromide), FC(C(CC(C)(C)C1=C(C=CC(=C1)F)OC)(O)CNC1=C2C=NN(C2=CC(=C1)C)C1=CC(=CC=C1)OC)(F)F (1,1,1-Trifluoro-4-[5-fluoro-2-(methyloxy)phenyl]-4-methyl-2-[({6-methyl-1-[3-(methyloxy)phenyl]-1H-indazol-4-yl}amino)methyl]-2-pentanol), C(=O)=O.CC(=O)C (cardice acetone), B(Br)(Br)Br (Boron tribromide), B(Br)(Br)Br (boron tribromide). Solvent: ClCCl (dichloromethane), ClCCl (dichloromethane). Run at time 20 hour. Yields the product FC=1C=CC(=C(C1)C(CC(CNC1=C2C=NN(C2=CC(=C1)C)C=1C=C(C=CC1)O)(C(F)(F)F)O)(C)C)OC (3-(4-{[4-[5-Fluoro-2-(methyloxy)phenyl]-2-hydroxy-4-methyl-2-(trifluoromethyl)pentyl]amino}-6-methyl-1H-indazol-1-yl)phenol). Isolated yield 19.9%. RXN SMILES: [F:1][C:2]([F:39])([F:38])[C:3]([CH2:18][NH:19][C:20]1[CH:28]=[C:27]([CH3:29])[CH:26]=[C:25]2[C:21]=1[CH:22]=[N:23][N:24]2[C:30]1[CH:35]=[CH:34][CH:33]=[C:32]([O:36]C)[CH:31]=1)([OH:17])[CH2:4][C:5]([C:8]1[CH:13]=[C:12]([F:14])[CH:11]=[CH:10][C:9]=1[O:15][CH3:16])([CH3:7])[CH3:6].C(=O)=O.CC(C)=O.B(Br)(Br)Br>ClCCl>[F:14][C:12]1[CH:11]=[CH:10][C:9]([O:15][CH3:16])=[C:8]([C:5]([CH3:7])([CH3:6])[CH2:4][C:3]([OH:17])([C:2]([F:1])([F:39])[F:38])[CH2:18][NH:19][C:20]2[CH:28]=[C:27]([CH3:29])[CH:26]=[C:25]3[C:21]=2[CH:22]=[N:23][N:24]3[C:30]2[CH:31]=[C:32]([OH:36])[CH:33]=[CH:34][CH:35]=2)[CH:13]=1 |f:1.2|. Reported procedure: 1,1,1-Trifluoro-4-[5-fluoro-2-(methyloxy)phenyl]-4-methyl-2-[({6-methyl-1-[3-(methyloxy)phenyl]-1H-indazol-4-yl}amino)methyl]-2-pentanol (Example 22, 46 mg, 0.085 mmol) was dissolved in anhydrous dichloromethane (4 ml) and cooled to −70° C. (cardice/acetone bath). Boron tribromide (1.0M in dichloromethane, 0.15 ml, 0.15 mmol) was added and the mixture allowed to warm to room temperature over 2 hours and then stirred for a further 20 hours. The mixture was cooled to −70° C. and more boron tribrom... The reactants are CC(C)(C)[Si](O[C@H]1CC(N(C1)CC#C)=O)(C)C ((S)-4-[[(1,1-dimethylethyl)dimethylsily]oxy]-1-(2-propynyl)-2-pyrrolidinone), N1CCCC1 (pyrrolidine), C=O (paraformaldehyde), cuprous chloride, N1CCCCC1 (piperidine). Run in C(C)(=O)O (acetic acid), O1CCOCC1 (dioxane). The product is CC(C)(C)[Si](O[C@H]1CC(N(C1)CC#CCN1CCCC1)=O)(C)C ((S)-4-[[(1,1-Dimethylethyl)dimethylsilyl]oxy]-1-[4-(1-pyrrolidinyl)-2-butynyl]-2-pyrrolidinone). As a reaction SMILES: [CH3:1][C:2]([Si:5]([CH3:17])([CH3:16])[O:6][C@@H:7]1[CH2:11][N:10]([CH2:12][C:13]#[CH:14])[C:9](=[O:15])[CH2:8]1)([CH3:4])[CH3:3].N1CCCC1.C=O.[NH:25]1[CH2:30][CH2:29][CH2:28][CH2:27][CH2:26]1>C(O)(=O)C.O1CCOCC1>[CH3:4][C:2]([Si:5]([CH3:17])([CH3:16])[O:6][C@@H:7]1[CH2:11][N:10]([CH2:12][C:13]#[C:14][CH2:30][N:25]2[CH2:26][CH2:27][CH2:28][CH2:29]2)[C:9](=[O:15])[CH2:8]1)([CH3:1])[CH3:3]. Procedure: A mixture of 1.5 g of (S)-4-[[(1,1-dimethylethyl)dimethylsily]oxy]-1-(2-propynyl)-2-pyrrolidinone, 20 ml of dioxane, 0.66 ml of pyrrolidine, 0.32 g of paraformaldehyde, 3.0 ml of acetic acid and 42 mg of cuprous chloride was reacted as described in Example 1 with the substitution of dimethylamine for piperidine. The residue was purified by chromatography (alumina), o giving 290 mg of the desired product as a pale yellow oil, [α]D26 =+4° (dichloromethane).